This data is from the Open Reaction Database (ORD), a public repository of structured organic reaction records. The task is: describe an organic reaction: reactants, conditions, products, and yield The reactants are COC(=O)c1ccc2c(cnn2C(C)=O)c1, CO, Cl. Yields the product COC(=O)c1ccc2[nH]ncc2c1. Reaction SMILES: [C:1](=[O:2])([CH3:3])[n:4]1[n:5][cH:6][c:7]2[cH:8][c:9]([C:13](=[O:14])[O:15][CH3:16])[cH:10][cH:11][c:12]12.[CH3:18][OH:19].[ClH:17]>>[nH:4]1[n:5][cH:6][c:7]2[cH:8][c:9]([C:13](=[O:14])[O:15][CH3:16])[cH:10][cH:11][c:12]12. Reactants: CSCCl (chloromethyl methyl sulfide), C(C=C)SC=1NC(=C(N1)C1=CC=C(C=C1)OC)C1=CC=C(C=C1)OC (2-Allylthio-4,5-bis(4-methoxyphenyl)imidazole). The product is COC1=CC=C(C=C1)C=1N=C(NC1C1=CC=C(C=C1)OC)SCSC (4,5-bis-(4-methoxyphenyl)-2-(methylthiomethylthio)imidazole). As a reaction SMILES: [CH3:1][S:2]CCl.[CH2:5]([S:8][C:9]1[NH:10][C:11]([C:22]2[CH:27]=[CH:26][C:25]([O:28][CH3:29])=[CH:24][CH:23]=2)=[C:12]([C:14]2[CH:19]=[CH:18][C:17]([O:20][CH3:21])=[CH:16][CH:15]=2)[N:13]=1)C=C>>[CH3:29][O:28][C:25]1[CH:24]=[CH:23][C:22]([C:11]2[N:10]=[C:9]([S:8][CH2:5][S:2][CH3:1])[NH:13][C:12]=2[C:14]2[CH:19]=[CH:18][C:17]([O:20][CH3:21])=[CH:16][CH:15]=2)=[CH:27][CH:26]=1. Procedure: By substituting chloromethyl methyl sulfide for the allyl bromide of Example 11 one obtains as product 4,5-bis-(4-methoxyphenyl)-2-(methylthiomethylthio)imidazole, m.p. 171°-172°. Reactants: CCOC(=O)CC(C)=O, CCOC(C)=O, O=[N+]([O-])C=Cc1ccccc1, [Na]. Product: CCOC(=O)C(C(C)=O)C(C[N+](=O)[O-])c1ccccc1. As a reaction SMILES: [C:13]([CH2:14][C:15](=[O:16])[CH3:17])(=[O:18])[O:19][CH2:20][CH3:21].[CH3:22][CH2:23][O:24][C:25]([CH3:26])=[O:27].[N+:1](=[O:2])([O-:3])[CH:4]=[CH:5][c:6]1[cH:7][cH:8][cH:9][cH:10][cH:11]1.[Na:12]>>[N+:1](=[O:2])([O-:3])[CH2:4][CH:5]([c:6]1[cH:7][cH:8][cH:9][cH:10][cH:11]1)[CH:14]([C:13](=[O:18])[O:19][CH2:20][CH3:21])[C:15](=[O:16])[CH3:17]. The reactants are O=C([O-])[O-], COc1ccc2c(Oc3ccc(O)cc3)c(-c3ccccc3)c(C)cc2c1, OCCOCCCl, [Cs+], [Cs+], CN(C)C=O. The product is COc1ccc2c(Oc3ccc(OCCOCCO)cc3)c(-c3ccccc3)c(C)cc2c1. RXN SMILES: [C:28](=[O:29])([O-:30])[O-:31].[CH3:1][c:2]1[c:3](-[c:22]2[cH:23][cH:24][cH:25][cH:26][cH:27]2)[c:4]([O:14][c:15]2[cH:16][cH:17][c:18]([OH:21])[cH:19][cH:20]2)[c:5]2[cH:6][cH:7][c:8]([O:12][CH3:13])[cH:9][c:10]2[cH:11]1.[Cl:34][CH2:35][CH2:36][O:37][CH2:38][CH2:39][OH:40].[Cs+:32].[Cs+:33].[O:41]=[CH:42][N:43]([CH3:44])[CH3:45]>>[CH3:1][c:2]1[c:3](-[c:22]2[cH:23][cH:24][cH:25][cH:26][cH:27]2)[c:4]([O:14][c:15]2[cH:16][cH:17][c:18]([O:21][CH2:35][CH2:36][O:37][CH2:38][CH2:39][OH:40])[cH:19][cH:20]2)[c:5]2[cH:6][cH:7][c:8]([O:12][CH3:13])[cH:9][c:10]2[cH:11]1. Starting materials: C(C)(C)(C)OC(NC1CCC(CC1)NC(C1=CC(=CC(=C1)O)OC1=CC=C(C=C1)C#N)=O)=O ({4-[3-(4-cyano-phenoxy)-5-hydroxy-benzoylamino]-cyclohexyl}-carbamic acid tert-butyl ester), C(C)OC(C1=CC=C(C=C1)F)=O (4-fluoro-benzoic acid ethyl ester). Product: C(C)OC(C1=CC=C(C=C1)OC1=CC(=CC(=C1)OC1=CC=C(C=C1)C#N)C(NC1CCC(CC1)NC(=O)OC(C)(C)C)=O)=O (4-[3-(4-tert-Butoxycarbonylamino-cyclohexylcarbamoyl)-5-(4-cyano-phenoxy)-phenoxy]-benzoic Acid Ethyl Ester). The yield is 68.2%. RXN SMILES: [C:1]([O:5][C:6](=[O:33])[NH:7][CH:8]1[CH2:13][CH2:12][CH:11]([NH:14][C:15](=[O:32])[C:16]2[CH:21]=[C:20]([OH:22])[CH:19]=[C:18]([O:23][C:24]3[CH:29]=[CH:28][C:27]([C:30]#[N:31])=[CH:26][CH:25]=3)[CH:17]=2)[CH2:10][CH2:9]1)([CH3:4])([CH3:3])[CH3:2].[CH2:34]([O:36][C:37](=[O:45])[C:38]1[CH:43]=[CH:42][C:41](F)=[CH:40][CH:39]=1)[CH3:35]>>[CH2:34]([O:36][C:37](=[O:45])[C:38]1[CH:43]=[CH:42][C:41]([O:22][C:20]2[CH:19]=[C:18]([O:23][C:24]3[CH:29]=[CH:28][C:27]([C:30]#[N:31])=[CH:26][CH:25]=3)[CH:17]=[C:16]([C:15](=[O:32])[NH:14][CH:11]3[CH2:12][CH2:13][CH:8]([NH:7][C:6]([O:5][C:1]([CH3:4])([CH3:2])[CH3:3])=[O:33])[CH2:9][CH2:10]3)[CH:21]=2)=[CH:40][CH:39]=1)[CH3:35]. Procedure details: Using 2.0 g (4.4 mmol) of {4-[3-(4-cyano-phenoxy)-5-hydroxy-benzoylamino]-cyclohexyl}-carbamic acid tert-butyl ester and 4-fluoro-benzoic acid ethyl ester (1.2 g, 6.6 mmol) and following the procedure of Example 42(b) afforded 1.8 g of the required product. 1H NMR (DMSO-d6): δ 1.35 (4H, m), 1.4 (9H, s), 1.8 (4H, m), 3.2 (1H, m), 3.68 (1H, m), 4.30 (2H, q), 6.75 (1H, d), 7.20 (5H, m), 7.48 (2H, d), 7.88 (2H, d), 8.00 (2H, d), 8.36 (1H, d).